From a dataset of the Open Reaction Database (ORD), a public repository of structured organic reaction records. describe an organic reaction: reactants, conditions, products, and yield Starting materials: C1(CCCCC1)NC(=O)C1CCN(CC1)CC1=CC(=CC=C1)N (1-(3-Amino-benzyl)-piperidine-4-carboxylic acid cyclohexylamide), CCN(C(C)C)C(C)C (DIPEA), ClC1=CC=C(C(=O)Cl)C=C1 (4-chlorobenzoylchloride). The solvent is C(Cl)Cl (DCM), C(Cl)Cl (DCM), C(Cl)Cl (DCM). Run at temperature 0 celsius, time 2 hour. Product: C1(CCCCC1)NC(=O)C1CCN(CC1)CC1=CC(=CC=C1)NC(C1=CC=C(C=C1)Cl)=O (1-[3-(4-Chloro-benzoylamino)-benzyl]-piperidine-4-carboxylic acid cyclohexylamide). As a reaction SMILES: [CH:1]1([NH:7][C:8]([CH:10]2[CH2:15][CH2:14][N:13]([CH2:16][C:17]3[CH:22]=[CH:21][CH:20]=[C:19]([NH2:23])[CH:18]=3)[CH2:12][CH2:11]2)=[O:9])[CH2:6][CH2:5][CH2:4][CH2:3][CH2:2]1.CCN(C(C)C)C(C)C.[Cl:33][C:34]1[CH:42]=[CH:41][C:37]([C:38](Cl)=[O:39])=[CH:36][CH:35]=1>C(Cl)Cl>[CH:1]1([NH:7][C:8]([CH:10]2[CH2:11][CH2:12][N:13]([CH2:16][C:17]3[CH:22]=[CH:21][CH:20]=[C:19]([NH:23][C:38](=[O:39])[C:37]4[CH:41]=[CH:42][C:34]([Cl:33])=[CH:35][CH:36]=4)[CH:18]=3)[CH2:14][CH2:15]2)=[O:9])[CH2:2][CH2:3][CH2:4][CH2:5][CH2:6]1. Reported procedure: A solution of 1-(3-Amino-benzyl)-piperidine-4-carboxylic acid cyclohexylamide BB-1 (80 mg, 0.25 mmol) in DCM (3 mL) is treated with DIPEA (33 mg, 43 μl, 0.25 mmol) under argon and cooled to 0° C. A solution of 4-chlorobenzoylchloride (49 mg, 0.28 mmol) in DCM (1 mL) is added and the resulting solution is stirred at 0° C. for 2 h. The mixture is diluted with DCM (25 mL) and washed twice with aq. sat. NaHCO3 (25 mL). The solvent is evaporated and the title compound is obtained by prep. LC-MS F as ... Reactants: COCCOc1cccc(CO)c1, ClCCl, BrP(Br)Br. The product is COCCOc1cccc(CBr)c1. Reaction SMILES: [CH3:1][O:2][CH2:3][CH2:4][O:5][c:6]1[cH:7][c:8]([CH2:12][OH:13])[cH:9][cH:10][cH:11]1.[Cl:18][CH2:19][Cl:20].[P:14]([Br:15])([Br:16])[Br:17]>>[CH3:1][O:2][CH2:3][CH2:4][O:5][c:6]1[cH:7][c:8]([CH2:12][Br:15])[cH:9][cH:10][cH:11]1. Starting materials: C(C)(C)(C)[Si](OC1=CC=C(C=C1)C1=NOC(=C1C1=CC=CC=C1)C1(CC1)C(CC)O)(C)C ((±)-1-(1-{3-[4-(tert-butyl-dimethyl-silanyloxy)-phenyl]-4-phenyl-isoxazol-5-yl}-cyclopropyl)-propan-1-ol), [Cl-].[NH4+] (ammonium chloride), C(C)(=O)OCC (ethyl acetate), Example 174, O.[F-].C(CCC)[N+](CCCC)(CCCC)CCCC (tetrabutylammonium fluoride hydrate). The solvent is C1CCOC1 (THF). Run at time 4 hour. Yields the product OC(CC)C1(CC1)C1=C(C(=NO1)C1=CC=C(C=C1)O)C1=CC=CC=C1 ((±)-4-{5-{1-(1-hydroxy-propyl)-cyclopropyl]-4-phenyl-isoxazol-3-yl}-phenol). As a reaction SMILES: C([Si](C)(C)[O:6][C:7]1[CH:12]=[CH:11][C:10]([C:13]2[C:17]([C:18]3[CH:23]=[CH:22][CH:21]=[CH:20][CH:19]=3)=[C:16]([C:24]3([CH:27]([OH:30])[CH2:28][CH3:29])[CH2:26][CH2:25]3)[O:15][N:14]=2)=[CH:9][CH:8]=1)(C)(C)C.O.[F-].C([N+](CCCC)(CCCC)CCCC)CCC.[Cl-].[NH4+].C(OCC)(=O)C>C1COCC1>[OH:30][CH:27]([C:24]1([C:16]2[O:15][N:14]=[C:13]([C:10]3[CH:9]=[CH:8][C:7]([OH:6])=[CH:12][CH:11]=3)[C:17]=2[C:18]2[CH:23]=[CH:22][CH:21]=[CH:20][CH:19]=2)[CH2:26][CH2:25]1)[CH2:28][CH3:29] |f:1.2.3,4.5|. Reported procedure: To a solution of (±)-1-(1-{3-[4-(tert-butyl-dimethyl-silanyloxy)-phenyl]-4-phenyl-isoxazol-5-yl}-cyclopropyl)-propan-1-ol, which may be produced as in Example 174 (2.1 g) in 60 mL of anhydrous THF is added tetrabutylammonium fluoride hydrate (2.4 g.) The reaction mixture is stirred at room temperature for 4 hrs. Saturated ammonium chloride (50 mL) is added to the reaction mixture, followed with 300 mL of ethyl acetate. The aqueous layer is separated and then the organic layer is washed with addi...